This data is from the Open Reaction Database (ORD), a public repository of structured organic reaction records. The task is: describe an organic reaction: reactants, conditions, products, and yield The reactants are CC1=NC(=NC=C1C(=O)O)C1=NC=CC=C1 (4-methyl-2-pyridin-2-yl-pyrimidine-5-carboxylic acid), FC=1C=C2C(=NC1)N(C=C2)N (5-fluoro-pyrrolo[2,3-b]pyridin-1-ylamine), C[N+]1(CCOCC1)C2=NC(=NC(=N2)OC)OC.[Cl-] (DMTMM). Solvent: C(=O)([O-])[O-].[Na+].[Na+] (Na2CO3), CN(C)C=O (DMF). Conditions: temperature 40 celsius, time 1 hour. The product is FC=1C=C2C(=NC1)N(C=C2)NC(=O)C=2C(=NC(=NC2)C2=NC=CC=C2)C (4-methyl-2-pyridin-2-yl-pyrimidine-5-carboxylic acid (5-fluoro-pyrrolo[2,3-b]pyridin-1-yl)-amide). Yield: 51.8%. RXN SMILES: [CH3:1][C:2]1[C:7]([C:8]([OH:10])=O)=[CH:6][N:5]=[C:4]([C:11]2[CH:16]=[CH:15][CH:14]=[CH:13][N:12]=2)[N:3]=1.[F:17][C:18]1[CH:19]=[C:20]2[CH:26]=[CH:25][N:24]([NH2:27])[C:21]2=[N:22][CH:23]=1.C[N+]1(C2N=C(OC)N=C(OC)N=2)CCOCC1.[Cl-]>CN(C=O)C.C([O-])([O-])=O.[Na+].[Na+]>[F:17][C:18]1[CH:19]=[C:20]2[CH:26]=[CH:25][N:24]([NH:27][C:8]([C:7]3[C:2]([CH3:1])=[N:3][C:4]([C:11]4[CH:16]=[CH:15][CH:14]=[CH:13][N:12]=4)=[N:5][CH:6]=3)=[O:10])[C:21]2=[N:22][CH:23]=1 |f:2.3,5.6.7|. Procedure: A solution of 4-methyl-2-pyridin-2-yl-pyrimidine-5-carboxylic acid (440 mg, 2.28 mmol) and 5-fluoro-pyrrolo[2,3-b]pyridin-1-ylamine (288 mg, 1.9 mmol) in DMF (6 mL) is stirred at 40° C. for 1 h. The mixture is treated with DMTMM (524 mg, 1.9 mmol) and stirred at 40° C. for 1 h. The mixture is diluted with saturated aqueous Na2CO3 (5 mL) and stirred for 5 min. The precipitate is collected by filtration and dried in vacuo to afford 4-methyl-2-pyridin-2-yl-pyrimidine-5-carboxylic acid (5-fluoro-pyr...